This data is from the Open Reaction Database (ORD), a public repository of structured organic reaction records. The task is: describe an organic reaction: reactants, conditions, products, and yield The reactants are O[C@@H]1[C@H]([C@@H](CCC[C@H](CN2C(C=3C(C2=O)=CC=CC3)=O)C)C)[C@]3(CC[C@@H]2[C@]4(CC[C@@H](CC4=CC[C@H]2[C@@H]3C1)O)C)C ((25R)-16β-hydroxy-26-phthalimidocholesterol), C(C)(=O)[O-].[Na+] (sodium acetate). The reagents and catalysts are [O-2].[O-2].[O-2].[Cr+6] (chromium trioxide). The solvent is O (water), C(C)(=O)O (acetic acid), C(C)(=O)O (acetic acid). Run at time 18 hour. Yields the product O=C1[C@H]([C@@H](CCC[C@H](CN2C(C=3C(C2=O)=CC=CC3)=O)C)C)[C@]3(CC[C@@H]2[C@]4(CC[C@@H](CC4=CC[C@H]2[C@@H]3C1)O)C)C ((25R)-16-oxo-26-phthalimidocholesterol). Yield: 86.0%. RXN SMILES: [OH:1][C@H:2]1[CH2:37][C@@H:36]2[C@:23]([CH3:40])([CH2:24][CH2:25][C@H:26]3[C@H:35]2[CH2:34][CH:33]=[C:32]2[C@:27]3([CH3:39])[CH2:28][CH2:29][C@H:30]([OH:38])[CH2:31]2)[C@H:3]1[C@H:4]([CH3:22])[CH2:5][CH2:6][CH2:7][C@@H:8]([CH3:21])[CH2:9][N:10]1[C:14](=[O:15])[C:13]2=[CH:16][CH:17]=[CH:18][CH:19]=[C:12]2[C:11]1=[O:20].C([O-])(=O)C.[Na+]>O.C(O)(=O)C.[O-2].[O-2].[O-2].[Cr+6]>[O:1]=[C:2]1[CH2:37][C@@H:36]2[C@:23]([CH3:40])([CH2:24][CH2:25][C@H:26]3[C@H:35]2[CH2:34][CH:33]=[C:32]2[C@:27]3([CH3:39])[CH2:28][CH2:29][C@H:30]([OH:38])[CH2:31]2)[C@H:3]1[C@H:4]([CH3:22])[CH2:5][CH2:6][CH2:7][C@@H:8]([CH3:21])[CH2:9][N:10]1[C:11](=[O:20])[C:12]2=[CH:19][CH:18]=[CH:17][CH:16]=[C:13]2[C:14]1=[O:15] |f:1.2,5.6.7.8|. Reported procedure: A solution of chromium trioxide (0.04 g, 0.4 mmoles) in water (0.15 ml) and acetic acid (0.3 ml) was added dropwise to a solution of (25R)-16β-hydroxy-26-phthalimidocholesterol (4) (0.26 g, 0.49 mmoles), and sodium acetate (1.00 g, 12.19 mmoles) in acetic acid (35 ml), and stirred for 18 hours at room temperature. The excess reagent was then destroyed with methanol (15 ml), and solvent was evaporated under reduced pressure. The resulting residue was diluted with water, and extracted with methyle... Reactants: C(#N)CC(=O)OCC (ethyl cyanoacetate), C(C)NCC (diethylamine), C(C)C1=C(NC=C1CC)C=O (3,4-diethyl-2-formylpyrrole). The solvent is C(C)O (ethanol). Yields the product C(C)OC(C(=CC=1NC=C(C1CC)CC)C#N)=O (2-cyano-3-(3,4-diethyl -1H-pyrrol-2-yl) acrylic acid ethyl ester). As a reaction SMILES: [CH2:1]([C:3]1[C:7]([CH2:8][CH3:9])=[CH:6][NH:5][C:4]=1[CH:10]=O)[CH3:2].[C:12]([CH2:14][C:15]([O:17][CH2:18][CH3:19])=[O:16])#[N:13].C(NCC)C>C(O)C>[CH2:18]([O:17][C:15](=[O:16])[C:14]([C:12]#[N:13])=[CH:10][C:4]1[NH:5][CH:6]=[C:7]([CH2:8][CH3:9])[C:3]=1[CH2:1][CH3:2])[CH3:19]. Procedure: The 3,4-diethyl-2-formylpyrrole (14.1 g, 93.1 mmol) was dissolved in 200 mL of dry ethanol, and ethyl cyanoacetate (20 mL, 137.9 mmol) and diethylamine (20 mL, 193.3 mmol) were added to the solution. The reaction mixture was heated to reflux under an inert atmosphere and stirred under reflux for 2 hours, after which it was cooled to room temperature and then placed in an ice bath. The resulting dark suspension was filtered through a medium filter, and the light brown solids were washed with cold... Run in Cl (hydrochloric acid), CO (methanol). Yields the product OC(COC1=NC=CC2=CC=C(C=C12)OC)CNC(C)C (1-(2-hydroxy-3-isopropylaminopropoxy)-7-methoxyisoquinoline), C(\C=C/C(=O)[O-])(=O)O (hydrogen maleate). Procedure details: 1 g of 1-(3-isopropyl-2-phenyl-5-oxazolidinylmethoxy)-7-methoxy-isoquinoline is heated to 80° in 10 cc of 1 N hydrochloric acid for 10 minutes. The reaction mixture is extracted with ether. The ethereal phase is discarded, and the aqueous phase is made alkaline with potash, extracted with ether, the ether phase is dried over magnesium sulphate and concentrated, whereby a crystalline product is obtained which is treated in methanol with maleic acid. Ether is added, whereby 1-(2-hydroxy-3-isopropy... Reaction SMILES: [CH:1]([N:4]1[CH2:8][CH:7]([CH2:9][O:10][C:11]2[C:20]3[C:15](=[CH:16][CH:17]=[C:18]([O:21][CH3:22])[CH:19]=3)[CH:14]=[CH:13][N:12]=2)[O:6]C1C1C=CC=CC=1)([CH3:3])[CH3:2].[C:29]([OH:36])(=[O:35])/[CH:30]=[CH:31]\[C:32]([OH:34])=[O:33].CCOCC>Cl.CO>[OH:6][CH:7]([CH2:8][NH:4][CH:1]([CH3:3])[CH3:2])[CH2:9][O:10][C:11]1[C:20]2[C:15](=[CH:16][CH:17]=[C:18]([O:21][CH3:22])[CH:19]=2)[CH:14]=[CH:13][N:12]=1.[C:29]([OH:36])(=[O:35])/[CH:30]=[CH:31]\[C:32]([O-:34])=[O:33]. The reactants are C(C)(C)N1C(OC(C1)COC1=NC=CC2=CC=C(C=C12)OC)C1=CC=CC=C1 (1-(3-isopropyl-2-phenyl-5-oxazolidinylmethoxy)-7-methoxy-isoquinoline), CCOCC (Ether), C(\C=C/C(=O)O)(=O)O (maleic acid). The reactants are C1(=C(C=CC=C1)C(C)(C=C=C)O)C1=CC=CC=C1 (2-(p-biphenylyl)-3,4-pentadien-2-ol), Cl (hydrochloric acid), CO (methanol). Reaction conditions: time 3 hour. Yields the product C1(=C(C=CC=C1)C(C)=CC(C)=O)C1=CC=CC=C1 (2-(p-biphenylyl)-2-penten-4-one). RXN SMILES: [C:1]1([C:13]2[CH:18]=[CH:17][CH:16]=[CH:15][CH:14]=2)[CH:6]=[CH:5][CH:4]=[CH:3][C:2]=1[C:7](O)([CH:9]=[C:10]=[CH2:11])[CH3:8].Cl.C[OH:21]>>[C:1]1([C:13]2[CH:18]=[CH:17][CH:16]=[CH:15][CH:14]=2)[CH:6]=[CH:5][CH:4]=[CH:3][C:2]=1[C:7](=[CH:9][C:10](=[O:21])[CH3:11])[CH3:8]. Procedure details: To a solution of 10 g. of 2-(p-biphenylyl)-3,4-pentadien-2-ol in 200 ml. of anhydrous methanol is added 3 ml. of concentrated hydrochloric acid (12 N). The resulting mixture is stirred at room temperaure for 3 hours and then in an ice bath for 2 hours. Solids formed are filtered off and recrystallized from pentane to obtain 2-(p-biphenylyl)-2-penten-4-one, m.p. 130°-133° C. 2-(p-(biphenylyl)-4-chloro-2,4-pentadiene, byproduct, remains in the mother liquor. Reactants: Brc1ccc2cnccc2c1, CC1(C)OB(c2cnc(Cl)c(NS(=O)(=O)c3ccc(F)cc3)c2)OC1(C)C, [Na+], [Na+], O=C([O-])[O-], O. The product is O=S(=O)(Nc1cc(-c2ccc3cnccc3c2)cnc1Cl)c1ccc(F)cc1. RXN SMILES: [Br:1][c:2]1[cH:3][c:4]2[cH:5][cH:6][n:7][cH:8][c:9]2[cH:10][cH:11]1.[Cl:12][c:13]1[n:14][cH:15][c:16]([B:30]2[O:31][C:32]([CH3:33])([CH3:34])[C:35]([CH3:36])([CH3:37])[O:38]2)[cH:17][c:18]1[NH:19][S:20](=[O:21])(=[O:22])[c:23]1[cH:24][cH:25][c:26]([F:29])[cH:27][cH:28]1.[Na+:39].[Na+:40].[O-:41][C:42](=[O:43])[O-:44].[OH2:45]>>[c:2]1(-[c:16]2[cH:15][n:14][c:13]([Cl:12])[c:18]([NH:19][S:20](=[O:21])(=[O:22])[c:23]3[cH:24][cH:25][c:26]([F:29])[cH:27][cH:28]3)[cH:17]2)[cH:3][c:4]2[cH:5][cH:6][n:7][cH:8][c:9]2[cH:10][cH:11]1. Run in O (water), C(OC)COC (dimethoxyethane). Starting materials: [I-].[Na+] (sodium iodide), C([O-])([O-])=O.[Na+].[Na+] (sodium carbonate), ClC=1C=C2C(=CNC2=CC1)CCNC(C1=CC(=CC=C1)CCl)=O (N-(2-(5-chloro-1H-indol-3-yl)ethyl)-3-(chloromethyl)benzamide), C(#N)C=1C=C(C=CC1)B(O)O (3-cyanophenylboronic acid). The yield is 21.3%. The reagents and catalysts are C=1C=CC(=CC1)[P](C=2C=CC=CC2)(C=3C=CC=CC3)[Pd]([P](C=4C=CC=CC4)(C=5C=CC=CC5)C=6C=CC=CC6)([P](C=7C=CC=CC7)(C=8C=CC=CC8)C=9C=CC=CC9)[P](C=1C=CC=CC1)(C=1C=CC=CC1)C=1C=CC=CC1 (tetrakis(triphenylphosphine)palladium(0)). Procedure details: N-(2-(5-Chloro-1H-indol-3-yl)ethyl)-3-(3-cyanobenzyl)benzamide was prepared according to method B with N-(2-(5-chloro-1H-indol-3-yl)ethyl)-3-(chloromethyl)benzamide (0.075 g; 0.216 mmol), 3-cyanophenylboronic acid (0.033 g; 0.226 mmol), tetrakis(triphenylphosphine)palladium(0) (0.013 g; 0.011 mmol), sodium carbonate (0.046 g; 0.432 mmol), sodium iodide (0.065 g; 0.432 mmol), in dimethoxyethane (3 mL) and water (1 mL), irradiated in a microwave oven at 130° C. for 15 minutes. Flash chromatography... Reaction SMILES: [Cl:1][C:2]1[CH:3]=[C:4]2[C:8](=[CH:9][CH:10]=1)[NH:7][CH:6]=[C:5]2[CH2:11][CH2:12][NH:13][C:14](=[O:23])[C:15]1[CH:20]=[CH:19][CH:18]=[C:17]([CH2:21]Cl)[CH:16]=1.[C:24]([C:26]1[CH:27]=[C:28](B(O)O)[CH:29]=[CH:30][CH:31]=1)#[N:25].C(=O)([O-])[O-].[Na+].[Na+].[I-].[Na+]>C(COC)OC.O.C1C=CC([P]([Pd]([P](C2C=CC=CC=2)(C2C=CC=CC=2)C2C=CC=CC=2)([P](C2C=CC=CC=2)(C2C=CC=CC=2)C2C=CC=CC=2)[P](C2C=CC=CC=2)(C2C=CC=CC=2)C2C=CC=CC=2)(C2C=CC=CC=2)C2C=CC=CC=2)=CC=1>[Cl:1][C:2]1[CH:3]=[C:4]2[C:8](=[CH:9][CH:10]=1)[NH:7][CH:6]=[C:5]2[CH2:11][CH2:12][NH:13][C:14](=[O:23])[C:15]1[CH:20]=[CH:19][CH:18]=[C:17]([CH2:21][C:30]2[CH:29]=[CH:28][CH:27]=[C:26]([C:24]#[N:25])[CH:31]=2)[CH:16]=1 |f:2.3.4,5.6,^1:53,55,74,93|. Yields the product eluent, ClC=1C=C2C(=CNC2=CC1)CCNC(C1=CC(=CC=C1)CC1=CC(=CC=C1)C#N)=O (N-(2-(5-Chloro-1H-indol-3-yl)ethyl)-3-(3-cyanobenzyl)benzamide). Starting materials: ClB(Cl)Cl, ClCCl, COc1ccc(-c2cc3ccc(OC(C)C)cc3s2)cc1, CO. The product is COc1ccc(-c2cc3ccc(O)cc3s2)cc1. As a reaction SMILES: [B:22]([Cl:23])([Cl:24])[Cl:25].[CH2:28]([Cl:29])[Cl:30].[CH3:1][O:2][c:3]1[cH:4][cH:5][c:6](-[c:9]2[cH:10][c:11]3[c:12]([s:13]2)[cH:14][c:15]([O:18][CH:19]([CH3:20])[CH3:21])[cH:16][cH:17]3)[cH:7][cH:8]1.[CH3:26][OH:27]>>[CH3:1][O:2][c:3]1[cH:4][cH:5][c:6](-[c:9]2[cH:10][c:11]3[c:12]([s:13]2)[cH:14][c:15]([OH:18])[cH:16][cH:17]3)[cH:7][cH:8]1.